Dataset: the Open Reaction Database (ORD), a public repository of structured organic reaction records. Task: describe an organic reaction: reactants, conditions, products, and yield Reactants: COC(=O)c1sc(-c2ccc(C(F)(F)F)cc2)nc1C(C)C, CON, CCOCC, CC(C)[Mg+], [Cl-], [Cl-], Cl, [NH4+], C1CCOC1. Product: CON(C)C(=O)c1sc(-c2ccc(C(F)(F)F)cc2)nc1C(C)C. As a reaction SMILES: [CH3:1][O:2][C:3](=[O:4])[c:5]1[c:6]([CH:20]([CH3:21])[CH3:22])[n:7][c:8](-[c:10]2[cH:11][cH:12][c:13]([C:16]([F:17])([F:18])[F:19])[cH:14][cH:15]2)[s:9]1.[CH3:24][O:25][NH2:26].[CH3:34][CH2:35][O:36][CH2:37][CH3:38].[CH:28]([Mg+:29])([CH3:30])[CH3:31].[Cl-:27].[Cl-:32].[ClH:23].[NH4+:33].[O:39]1[CH2:40][CH2:41][CH2:42][CH2:43]1>>[C:3](=[O:4])([c:5]1[c:6]([CH:20]([CH3:21])[CH3:22])[n:7][c:8](-[c:10]2[cH:11][cH:12][c:13]([C:16]([F:17])([F:18])[F:19])[cH:14][cH:15]2)[s:9]1)[N:26]([O:25][CH3:24])[CH3:28].